describe an organic reaction: reactants, conditions, products, and yield From a dataset of the Open Reaction Database (ORD), a public repository of structured organic reaction records. Starting materials: C1(CCCCC1)N=C=NC1CCCCC1 (dicyclohexylcarbodiimide), C(=O)(OC(C)(C)C)NCC1=CC=C(C(=O)O)C=C1 (4-(N-Boc-aminomethyl)benzoic acid), C(C1=CC=CC=C1)O (benzyl alcohol). The reagents and catalysts are CN(C)C=1C=CN=CC1 (DMAP). Run in ClCCl (dichloromethane). Conditions: time 60 hour. Product: C(=O)(OC(C)(C)C)NCC1=CC=C(C(=O)OCC2=CC=CC=C2)C=C1 (4-(N-Boc-aminomethyi)benzoic Acid, Benzyl Ester). The yield is 60.6%. RXN SMILES: [C:1]([NH:8][CH2:9][C:10]1[CH:18]=[CH:17][C:13]([C:14]([OH:16])=[O:15])=[CH:12][CH:11]=1)([O:3][C:4]([CH3:7])([CH3:6])[CH3:5])=[O:2].[CH2:19](O)[C:20]1[CH:25]=[CH:24][CH:23]=[CH:22][CH:21]=1.C1(N=C=NC2CCCCC2)CCCCC1>CN(C1C=CN=CC=1)C.ClCCl>[C:1]([NH:8][CH2:9][C:10]1[CH:11]=[CH:12][C:13]([C:14]([O:16][CH2:19][C:20]2[CH:25]=[CH:24][CH:23]=[CH:22][CH:21]=2)=[O:15])=[CH:17][CH:18]=1)([O:3][C:4]([CH3:7])([CH3:6])[CH3:5])=[O:2]. Procedure: To a mixture of 4-(N-Boc-aminomethyl)benzoic acid (500 mg, 1.99 mmol), DMAP (catalytic amount), benzyl alcohol (226 μl, 2.19 mmol) and dichloromethane (20 ml) was added dicyclohexylcarbodiimide (1M solution in dichloromethane, 2.19 ml, 2.19 mmol) and the mixture stirred at room temperature for 60 hours. The precipitate was removed by filtration and the filtrate concentrated in vacuo. Diethyl ether (50 ml) was added to the residue, the resulting precipitate removed by filtration and the filtrate ...